From a dataset of the Open Reaction Database (ORD), a public repository of structured organic reaction records. describe an organic reaction: reactants, conditions, products, and yield The reactants are N=1C2=C(NC(C1)=O)C=1C=CC=CC1C2=O (9H-Indeno[1,2-b]pyrazine-3,9(4H)-dione), OO (hydrogen peroxide), OO (hydrogen peroxide). Run in C(C)(=O)O (acetic acid), C(C)(=O)O (acetic acid), C(C)(=O)OC(C)=O (acetic anhydride). Yields the product N1C2=C(NC(C1=O)=O)C=1C=CC=CC1C2=O (9H-Indeno[1,2-b]pyrazine-2,3,9(1H,4H)-trione). The yield is 79.6%. Reaction SMILES: [N:1]1[C:2]2[C:14](=[O:15])[C:13]3[CH:12]=[CH:11][CH:10]=[CH:9][C:8]=3[C:3]=2[NH:4][C:5](=[O:7])[CH:6]=1.[OH:16]O>C(O)(=O)C.C(OC(=O)C)(=O)C>[NH:1]1[C:6](=[O:16])[C:5](=[O:7])[NH:4][C:3]2[C:8]3[CH:9]=[CH:10][CH:11]=[CH:12][C:13]=3[C:14](=[O:15])[C:2]1=2. Reported procedure: 9H-Indeno[1,2-b]pyrazine-3,9(4H)-dione (20 g, 100.9 mmol), recrystallized from acetic acid, was suspended in a mixture of 135 ml acetic acid and 135 ml acetic anhydride and hydrogen peroxide (9.8 ml, 35%) was added. After stirring overnight another portion (9.8 ml, 35%) of hydrogen peroxide was added. This was repeated five times over a week. The red precipitate was filtered off, washed with acetic acid and water and dried to give 18.5 g (79.6%) of the title compound, which could be further puri... The reactants are E9, FC=1C=C(OC2=C(C#N)C=C(C=C2)CO)C=CC1F (2-(3,4-difluorophenoxy)-5-(hydroxymethyl)benzonitrile), ClC=1C=C2N(C(N1)=O)C[C@@H](N2C)C ((S)-7-chloro-1,2-dimethyl-2,3-dihydroimidazo[1,2-c]pyrimidin-5(1H)-one). Product: FC=1C=C(OC2=C(C#N)C=C(C=C2)COC=2C=C3N(C(N2)=O)C[C@@H](N3C)C)C=CC1F ((S)-2-(3,4-difluorophenoxy)-5-(((1,2-dimethyl-5-oxo-1,2,3,5-tetrahydroimidazo[1,2-c]pyrimidin-7-yl)oxy)methyl)benzonitrile). As a reaction SMILES: [F:1][C:2]1[CH:3]=[C:4]([CH:16]=[CH:17][C:18]=1[F:19])[O:5][C:6]1[CH:13]=[CH:12][C:11]([CH2:14][OH:15])=[CH:10][C:7]=1[C:8]#[N:9].Cl[C:21]1[CH:22]=[C:23]2[N:30]([CH3:31])[C@@H:29]([CH3:32])[CH2:28][N:24]2[C:25](=[O:27])[N:26]=1>>[F:1][C:2]1[CH:3]=[C:4]([CH:16]=[CH:17][C:18]=1[F:19])[O:5][C:6]1[CH:13]=[CH:12][C:11]([CH2:14][O:15][C:21]2[CH:22]=[C:23]3[N:30]([CH3:31])[C@@H:29]([CH3:32])[CH2:28][N:24]3[C:25](=[O:27])[N:26]=2)=[CH:10][C:7]=1[C:8]#[N:9]. Procedure: The title compound was prepared by a procedure similar to that described for E9 starting from 2-(3,4-difluorophenoxy)-5-(hydroxymethyl)benzonitrile and (S)-7-chloro-1,2-dimethyl-2,3-dihydroimidazo[1,2-c]pyrimidin-5(1H)-one. The reactants are stannous chloride dihydrate, C(CCC)C1=NN=C(N1CC1=CC=C(C=C1)[N+](=O)[O-])SCC(=O)OC (3 -n- butyl-5-(carbomethoxymethylthio)-4-(4-nitrobenzyl)-4H-1,2,4-triazole), C(Cl)(Cl)Cl.CC(C)O (CHCl3 iPrOH). Run in Cl (HCl), O1CCCC1 (tetrahydrofuran). Conditions: time 1.5 hour. Yields the product NC1=CC=C(CN2C(=NN=C2SCC(=O)OC)CCCC)C=C1 (4-(4-Aminobenzyl)-3-n-butyl-5-(carbomethoxymethylthio)-4H-1,2,4-triazole). Reaction SMILES: [CH2:1]([C:5]1[N:9]([CH2:10][C:11]2[CH:16]=[CH:15][C:14]([N+:17]([O-])=O)=[CH:13][CH:12]=2)[C:8]([S:20][CH2:21][C:22]([O:24][CH3:25])=[O:23])=[N:7][N:6]=1)[CH2:2][CH2:3][CH3:4].C(Cl)(Cl)Cl.CC(O)C>O1CCCC1.Cl>[NH2:17][C:14]1[CH:15]=[CH:16][C:11]([CH2:10][N:9]2[C:8]([S:20][CH2:21][C:22]([O:24][CH3:25])=[O:23])=[N:7][N:6]=[C:5]2[CH2:1][CH2:2][CH2:3][CH3:4])=[CH:12][CH:13]=1 |f:1.2|. Procedure details: To a solution of 2.46 g (6.76 mmole) of 3 -n- butyl-5-(carbomethoxymethylthio)-4-(4-nitrobenzyl)-4H-1,2,4-triazole in 32 ml of tetrahydrofuran stirred in an ice bath was added gradually over 15 minutes a solution of 15.2 g (67.6 mmole) of stannous chloride dihydrate in 19 ml of concentrated HCl. The ice bath was removed, and the mixture was stirred at room temperature for 1.5 hours. It was then poured into a vigrously stirred mixture of 68 ml of 50% NaOH and 270 g. of ice. This was rapidly extra... Yields the product CC(C)(C)OC(=O)N1CCN(C(O)c2cccc(Br)n2)CC1. Reaction SMILES: [Br:1][c:2]1[n:3][c:4]([Br:8])[cH:5][cH:6][cH:7]1.[CH2:9]([Li:10])[CH2:11][CH2:12][CH3:13].[CH:14](=[O:15])[N:16]1[CH2:17][CH2:18][N:19]([C:22](=[O:23])[O:24][C:25]([CH3:26])([CH3:27])[CH3:28])[CH2:20][CH2:21]1.[O:29]1[CH2:30][CH2:31][CH2:32][CH2:33]1>>[c:2]1([CH:14]([OH:15])[N:16]2[CH2:17][CH2:18][N:19]([C:22](=[O:23])[O:24][C:25]([CH3:26])([CH3:27])[CH3:28])[CH2:20][CH2:21]2)[n:3][c:4]([Br:8])[cH:5][cH:6][cH:7]1. Starting materials: Brc1cccc(Br)n1, [Li]CCCC, CC(C)(C)OC(=O)N1CCN(C=O)CC1, C1CCOC1.